From a dataset of the Open Reaction Database (ORD), a public repository of structured organic reaction records. describe an organic reaction: reactants, conditions, products, and yield Reactants: CS(C)=O, CCOC(C)=O, CS(=O)(=O)Nn1c(=O)[nH]c2cc([N+](=O)[O-])c(F)cc2c1=O, O, c1ccc(-c2c[nH]cn2)cc1. Product: CS(=O)(=O)Nn1c(=O)[nH]c2cc([N+](=O)[O-])c(-n3cnc(-c4ccccc4)c3)cc2c1=O. As a reaction SMILES: [CH3:33][S:34]([CH3:35])=[O:36].[CH3:37][CH2:38][O:39][C:40](=[O:41])[CH3:42].[F:1][c:2]1[cH:3][c:4]2[c:5](=[O:21])[n:6]([NH:16][S:17](=[O:18])(=[O:19])[CH3:20])[c:7](=[O:15])[nH:8][c:9]2[cH:10][c:11]1[N+:12](=[O:13])[O-:14].[OH2:43].[c:22]1(-[c:28]2[n:29][cH:30][nH:31][cH:32]2)[cH:23][cH:24][cH:25][cH:26][cH:27]1>>[c:2]1(-[n:31]2[cH:30][n:29][c:28](-[c:22]3[cH:23][cH:24][cH:25][cH:26][cH:27]3)[cH:32]2)[cH:3][c:4]2[c:5](=[O:21])[n:6]([NH:16][S:17](=[O:18])(=[O:19])[CH3:20])[c:7](=[O:15])[nH:8][c:9]2[cH:10][c:11]1[N+:12](=[O:13])[O-:14]. The reactants are NC(CO)(CO)C (2-amino-2-methyl-1,3-propanediol), C(C)(=O)O[C@H]1[C@@H](O[C@@H]([C@H]([C@@H]1OC(C)=O)OC(C)=O)COC(C)=O)OC1=NNC(=C1CC1=CC=C(C=C1)\C=C\C(=O)O)C(C)C (3-(2,3,4,6-tetra-O-acetyl-β-D-gluco-pyranosyloxy)-4-({4-[(1E)-2-carboxyvinyl]phenyl}methyl)-5-isopropyl-1H-pyrazole), C(C)(=O)O[C@H]1[C@@H](O[C@@H]([C@H]([C@@H]1OC(C)=O)OC(C)=O)COC(C)=O)OC1=NNC(=C1CC1=CC=C(C=C1)\C=C\CC(=O)O)C(C)C (3-(2,3,4,6-tetra-O-acetyl-β-D-glucopyranosyloxy)-4-({4-[(1E)-3-carboxyprop-1-enyl]phenyl}methyl)-5-isopropyl-1H-pyrazole). Yields the product [C@@H]1([C@H](O)[C@@H](O)[C@H](O)[C@H](O1)CO)OC1=NNC(=C1CC1=CC=C(C=C1)\C=C\C(NC(CO)(C)CO)=O)C(C)C (3-(β-D-Glucopyranosyloxy)-4-[(4-{(1E)-2-[2-hydroxy-1-hydroxymethyl-1-(methyl)ethylcarbamoyl]vinyl}phenyl)-methyl]-5-isopropyl-1H-pyrazole). RXN SMILES: [NH2:1][C:2]([CH3:7])([CH2:5][OH:6])[CH2:3][OH:4].C([O:11][C@@H:12]1[C@@H:17]([O:18]C(=O)C)[C@H:16]([O:22]C(=O)C)[C@@H:15]([CH2:26][O:27]C(=O)C)[O:14][C@H:13]1[O:31][C:32]1[C:36]([CH2:37][C:38]2[CH:43]=[CH:42][C:41](/[CH:44]=[CH:45]/[C:46](O)=[O:47])=[CH:40][CH:39]=2)=[C:35]([CH:49]([CH3:51])[CH3:50])[NH:34][N:33]=1)(=O)C.C(O[C@@H]1[C@@H](OC(=O)C)[C@H](OC(=O)C)[C@@H](COC(=O)C)O[C@H]1OC1C(CC2C=CC(/C=C/CC(O)=O)=CC=2)=C(C(C)C)NN=1)(=O)C>>[C@@H:13]1([O:31][C:32]2[C:36]([CH2:37][C:38]3[CH:43]=[CH:42][C:41](/[CH:44]=[CH:45]/[C:46](=[O:47])[NH:1][C:2]([CH2:5][OH:6])([CH3:7])[CH2:3][OH:4])=[CH:40][CH:39]=3)=[C:35]([CH:49]([CH3:51])[CH3:50])[NH:34][N:33]=2)[O:14][C@H:15]([CH2:26][OH:27])[C@@H:16]([OH:22])[C@H:17]([OH:18])[C@H:12]1[OH:11]. Reported procedure: The title compound was prepared in a similar manner to that described in Example 26 using 2-amino-2-methyl-1,3-propanediol and 3-(2,3,4,6-tetra-O-acetyl-β-D-gluco-pyranosyloxy)-4-({4-[(1E)-2-carboxyvinyl]phenyl}methyl)-5-isopropyl-1H-pyrazole instead of ammonium chloride and 3-(2,3,4,6-tetra-O-acetyl-β-D-glucopyranosyloxy)-4-({4-[(1E)-3-carboxyprop-1-enyl]phenyl}methyl)-5-isopropyl-1H-pyrazole, respectively. Starting materials: [Al+3], CCOC(=O)c1csc(-c2ccc(C(C)(C)C)cc2)c1OCOC, C1CCOC1, [Cl-], [H-], [H-], [H-], [H-], [Li+], [NH4+]. Product: COCOc1c(CO)csc1-c1ccc(C(C)(C)C)cc1. Reaction SMILES: [Al+3:2].[C:7]([CH3:8])([CH3:9])([CH3:10])[c:11]1[cH:12][cH:13][c:14](-[c:17]2[s:18][cH:19][c:20]([C:26](=[O:27])[O:28][CH2:29][CH3:30])[c:21]2[O:22][CH2:23][O:24][CH3:25])[cH:15][cH:16]1.[CH2:33]1[O:34][CH2:35][CH2:36][CH2:37]1.[Cl-:31].[H-:1].[H-:4].[H-:5].[H-:6].[Li+:3].[NH4+:32]>>[C:7]([CH3:8])([CH3:9])([CH3:10])[c:11]1[cH:12][cH:13][c:14](-[c:17]2[s:18][cH:19][c:20]([CH2:26][OH:27])[c:21]2[O:22][CH2:23][O:24][CH3:25])[cH:15][cH:16]1. The reactants are C1CCOC1, CCO, Cc1ccc(S(=O)(=O)[O-])cc1, [N-]=[N+]=C(c1ccccc1)c1ccccc1, NC(Cc1cscn1)C(=O)O. The product is Cc1ccc(S(=O)(=O)O)cc1, NC(Cc1cscn1)C(=O)OC(c1ccccc1)c1ccccc1. Reaction SMILES: [CH2:23]1[O:24][CH2:25][CH2:26][CH2:27]1.[CH3:43][CH2:44][OH:45].[c:12]1([CH3:22])[cH:13][cH:14][c:15]([S:18](=[O:19])(=[O:20])[O-:21])[cH:16][cH:17]1.[c:28]1([C:34](=[N+:35]=[N-:36])[c:37]2[cH:38][cH:39][cH:40][cH:41][cH:42]2)[cH:29][cH:30][cH:31][cH:32][cH:33]1.[s:1]1[cH:2][n:3][c:4]([CH2:6][CH:7]([NH2:8])[C:9](=[O:10])[OH:11])[cH:5]1>>[c:12]1([CH3:22])[cH:13][cH:14][c:15]([S:18](=[O:19])(=[O:20])[OH:21])[cH:16][cH:17]1.[s:1]1[cH:2][n:3][c:4]([CH2:6][CH:7]([NH2:8])[C:9]([O:10][CH:34]([c:28]2[cH:29][cH:30][cH:31][cH:32][cH:33]2)[c:37]2[cH:38][cH:39][cH:40][cH:41][cH:42]2)=[O:11])[cH:5]1. Starting materials: [BH4-].[Na+] (Sodium borohydride), BrC1=CC=C2C3(C(NC2=C1)=O)CCC(CC3)=O (6′-bromospiro[cyclohexane-1,3′-indoline]-2′,4-dione). The solvent is CO (methanol). The product is BrC1=CC=C2C3(C(NC2=C1)=O)CCC(CC3)O (6′-bromo-4-hydroxyspiro[cyclohexane-1,3′-indolin]-2′-one). Reaction SMILES: [BH4-].[Na+].[Br:3][C:4]1[CH:12]=[C:11]2[C:7]([C:8]3([CH2:18][CH2:17][C:16](=[O:19])[CH2:15][CH2:14]3)[C:9](=[O:13])[NH:10]2)=[CH:6][CH:5]=1>CO>[Br:3][C:4]1[CH:12]=[C:11]2[C:7]([C:8]3([CH2:18][CH2:17][CH:16]([OH:19])[CH2:15][CH2:14]3)[C:9](=[O:13])[NH:10]2)=[CH:6][CH:5]=1 |f:0.1|. Procedure details: Sodium borohydride (77 mg, 2.0 mmol) was added portionwise to a stirred suspension of 6′-bromospiro[cyclohexane-1,3′-indoline]-2′,4-dione (preparation 21a, 0.30 g, 1.0 mmol) in methanol (14 mL) at room temperature. After 2.5 hours the mixture was concentrated in vacuo and water was added. The mixture was extracted with ethyl acetate and the organic layer was dried (MgSO4) and evaporated to give the title compound as a mixture of isomers. Separation of the isomers was achieved by reverse phase ch... The reactants are COc1ccccc1-c1cccc(C(O)(c2ccccc2)c2cccc(-c3ccccc3)c2OCc2ccccc2)c1, CC#N, O=[PH2]O. Yields the product COc1ccccc1-c1cccc(C(c2ccccc2)c2cccc(-c3ccccc3)c2OCc2ccccc2)c1. As a reaction SMILES: [CH2:1]([c:2]1[cH:3][cH:4][cH:5][cH:6][cH:7]1)[O:8][c:9]1[c:10](-[c:37]2[cH:38][cH:39][cH:40][cH:41][cH:42]2)[cH:11][cH:12][cH:13][c:14]1[C:15]([OH:16])([c:17]1[cH:18][cH:19][cH:20][cH:21][cH:22]1)[c:23]1[cH:24][c:25](-[c:29]2[c:30]([O:35][CH3:36])[cH:31][cH:32][cH:33][cH:34]2)[cH:26][cH:27][cH:28]1.[CH3:43][C:44]#[N:45].[PH2:46]([OH:47])=[O:48]>>[CH2:1]([c:2]1[cH:3][cH:4][cH:5][cH:6][cH:7]1)[O:8][c:9]1[c:10](-[c:37]2[cH:38][cH:39][cH:40][cH:41][cH:42]2)[cH:11][cH:12][cH:13][c:14]1[CH:15]([c:17]1[cH:18][cH:19][cH:20][cH:21][cH:22]1)[c:23]1[cH:24][c:25](-[c:29]2[c:30]([O:35][CH3:36])[cH:31][cH:32][cH:33][cH:34]2)[cH:26][cH:27][cH:28]1. Reactants: ClC=1C=C2C(=C(N(C2=CC1)S(=O)(=O)C1=CC=CC=C1)C(=O)OCC)S(=O)(=O)Cl (Ethyl 5-chloro-3-(chlorosulfonyl)-1-(phenylsulfonyl)-1H-indole-2-carboxylate), N (ammonia), CCOC(=O)C (EtOAc). Solvent: C(Cl)Cl (CH2Cl2). Run at time 30 minute. Product: ClC=1C=C2C(=C(N(C2=CC1)S(=O)(=O)C1=CC=CC=C1)C(=O)OCC)S(=O)(=O)N (Ethyl 5-chloro-3-(aminosulfonyl)-1-(phenylsulfonyl)-1H-indole-2-carboxylate). As a reaction SMILES: [Cl:1][C:2]1[CH:3]=[C:4]2[C:8](=[CH:9][CH:10]=1)[N:7]([S:11]([C:14]1[CH:19]=[CH:18][CH:17]=[CH:16][CH:15]=1)(=[O:13])=[O:12])[C:6]([C:20]([O:22][CH2:23][CH3:24])=[O:21])=[C:5]2[S:25](Cl)(=[O:27])=[O:26].CCOC(C)=O.[NH3:35]>C(Cl)Cl>[Cl:1][C:2]1[CH:3]=[C:4]2[C:8](=[CH:9][CH:10]=1)[N:7]([S:11]([C:14]1[CH:19]=[CH:18][CH:17]=[CH:16][CH:15]=1)(=[O:13])=[O:12])[C:6]([C:20]([O:22][CH2:23][CH3:24])=[O:21])=[C:5]2[S:25]([NH2:35])(=[O:27])=[O:26]. Reported procedure: Through a 0° C. solution of the product from Example 1, Step C (96 mg, 0.21 mmols) in 5 mL of CH2Cl2, ammonia gas was bubbled for 3 minutes. The reaction was sealed, stirred for 30 minutes, warmed to room temperature and stirred 20 minutes more. This was poured into EtOAc and washed with water and brine. The solution was dried over Na2SO4 and concentrated in vacuo to give the titled compound. ESI+MS: 443 [M+H]+.